This data is from the Open Reaction Database (ORD), a public repository of structured organic reaction records. The task is: describe an organic reaction: reactants, conditions, products, and yield Starting materials: CC(=O)OC(C)=O, CC(=O)O, Nc1ccc2c(=O)n(CCCCN3CCC(C(=O)c4ccc(F)cc4)CC3)c(=O)[nH]c2c1. Product: CC(=O)Nc1ccc2c(=O)n(CCCCN3CCC(C(=O)c4ccc(F)cc4)CC3)c(=O)[nH]c2c1. As a reaction SMILES: [C:33]([CH3:34])(=[O:35])[O:36][C:37](=[O:38])[CH3:39].[CH3:40][C:41](=[O:42])[OH:43].[NH2:1][c:2]1[cH:3][cH:4][c:5]2[c:6](=[O:32])[n:7]([CH2:13][CH2:14][CH2:15][CH2:16][N:17]3[CH2:18][CH2:19][CH:20]([C:23]([c:24]4[cH:25][cH:26][c:27]([F:30])[cH:28][cH:29]4)=[O:31])[CH2:21][CH2:22]3)[c:8](=[O:12])[nH:9][c:10]2[cH:11]1>>[NH:1]([c:2]1[cH:3][cH:4][c:5]2[c:6](=[O:32])[n:7]([CH2:13][CH2:14][CH2:15][CH2:16][N:17]3[CH2:18][CH2:19][CH:20]([C:23]([c:24]4[cH:25][cH:26][c:27]([F:30])[cH:28][cH:29]4)=[O:31])[CH2:21][CH2:22]3)[c:8](=[O:12])[nH:9][c:10]2[cH:11]1)[C:33]([CH3:34])=[O:35]. Reactants: C(C1=CC=CC=C1)OC1=CC=C(OC2=CC=C(OCC(C)NC(OC(C)(C)C)=O)C=C2)C=C1 (tert-Butyl {2-[4-(4-benzyloxyphenoxy)phenoxy]-1-methylethyl}carbamate), FC(C(=O)O)(F)F (trifluoroacetic acid). Product: C(C1=CC=CC=C1)OC1=CC=C(OC2=CC=C(OC[C@H](C)N)C=C2)C=C1 ((S)-2-[4-(4-Benzyloxyphenoxy)phenoxy]-1-methylethylamine). RXN SMILES: [CH2:1]([O:8][C:9]1[CH:33]=[CH:32][C:12]([O:13][C:14]2[CH:31]=[CH:30][C:17]([O:18][CH2:19][CH:20]([NH:22]C(=O)OC(C)(C)C)[CH3:21])=[CH:16][CH:15]=2)=[CH:11][CH:10]=1)[C:2]1[CH:7]=[CH:6][CH:5]=[CH:4][CH:3]=1.FC(F)(F)C(O)=O>>[CH2:1]([O:8][C:9]1[CH:33]=[CH:32][C:12]([O:13][C:14]2[CH:31]=[CH:30][C:17]([O:18][CH2:19][C@@H:20]([NH2:22])[CH3:21])=[CH:16][CH:15]=2)=[CH:11][CH:10]=1)[C:2]1[CH:3]=[CH:4][CH:5]=[CH:6][CH:7]=1. Reported procedure: tert-Butyl {2-[4-(4-benzyloxyphenoxy)phenoxy]-1-methylethyl}carbamate (837 mg, 1.86 mmol) was treated with 90 percent strength trifluoroacetic acid. The trifluoroacetic acid was distilled off and the aqueous phase was freeze dried. Chromatography was performed on a chiral column (ChiralpakAD-H/91, 250 4.6 mm, eluent: heptane/ethanol=3:1+0.1% DEA) for enantiomer separation (S)-2-[4-(4-Benzyloxyphenoxy)phenoxy]-1-methylethylamine (RF: 11.667 min.), Yield: 230 mg (35%), M+H+: 350.19, (R)-2-[4-(4-be... Reactants: compound 116, N(=[N+]=[N-])C=1C=CC(=C(C1)C(=O)C1=C(C=C(C=C1)NC1=C(C=C(C=C1)F)F)Cl)C ((5-Azido-2-methyl-phenyl)-[2-chloro-4-(2,4-difluoro-phenylamino)-phenyl]-methanone), C(C=CC#C)O (pent-2-en-4-yn-1-ol). Product: ClC1=C(C=CC(=C1)NC1=C(C=C(C=C1)F)F)C(=O)C1=C(C=CC(=C1)N1N=NC(=C1)C=CCO)C ([2-Chloro-4-(2,4-difluoro-phenylamino)-phenyl]-{5-[4-(3-hydroxy-propenyl)-[1,2,3]triazol-1-yl]-2-methyl-phenyl}-methanone). As a reaction SMILES: [N:1]([C:4]1[CH:5]=[CH:6][C:7]([CH3:28])=[C:8]([C:10]([C:12]2[CH:17]=[CH:16][C:15]([NH:18][C:19]3[CH:24]=[CH:23][C:22]([F:25])=[CH:21][C:20]=3[F:26])=[CH:14][C:13]=2[Cl:27])=[O:11])[CH:9]=1)=[N+:2]=[N-:3].[CH2:29]([OH:34])[CH:30]=[CH:31][C:32]#[CH:33]>>[Cl:27][C:13]1[CH:14]=[C:15]([NH:18][C:19]2[CH:24]=[CH:23][C:22]([F:25])=[CH:21][C:20]=2[F:26])[CH:16]=[CH:17][C:12]=1[C:10]([C:8]1[CH:9]=[C:4]([N:1]2[CH:33]=[C:32]([CH:31]=[CH:30][CH2:29][OH:34])[N:3]=[N:2]2)[CH:5]=[CH:6][C:7]=1[CH3:28])=[O:11]. Reported procedure: The reaction was carried out similarly as described in the preparation of compound 116, using compound 434 (0.15 mmol) and pent-2-en-4-yn-1-ol (0.30 mmol). The crude product was purified by continuous gradient flash chromatography using EtOAc/petroleum ether (40-60) 30:70 to 50:50 as the eluent to afford the title compound as yellow solid. Reactants: C(C1=CC=CC=C1)C=1C(=NN(C1C(C)C)C=O)O[C@H]1[C@H](OC(C(C)(C)C)=O)[C@@H](OC(C(C)(C)C)=O)[C@H](OC(C(C)(C)C)=O)[C@H](O1)COC(C(C)(C)C)=O (4-benzyl-1-formyl-5-isopropyl-3-(2,3,4,6-tetra-O-pivaloyl-β-D-glucopyranosyloxy)-1H-pyrazole), C([O-])(O)=O.[Na+] (sodium bicarbonate), O (water). The solvent is CO (methanol). The product is C(C1=CC=CC=C1)C=1C(=NNC1C(C)C)O[C@H]1[C@H](OC(C(C)(C)C)=O)[C@@H](OC(C(C)(C)C)=O)[C@H](OC(C(C)(C)C)=O)[C@H](O1)COC(C(C)(C)C)=O (4-benzyl-5-isopropyl-3-(2,3,4,6-tetra-O-pivaloyl-β-D-glucopyranosyl-oxy)-1H-pyrazole). The yield is 97.6%. RXN SMILES: [CH2:1]([C:8]1[C:9]([O:18][C@@H:19]2[O:45][C@H:44]([CH2:46][O:47][C:48](=[O:53])[C:49]([CH3:52])([CH3:51])[CH3:50])[C@@H:36]([O:37][C:38](=[O:43])[C:39]([CH3:42])([CH3:41])[CH3:40])[C@H:28]([O:29][C:30](=[O:35])[C:31]([CH3:34])([CH3:33])[CH3:32])[C@H:20]2[O:21][C:22](=[O:27])[C:23]([CH3:26])([CH3:25])[CH3:24])=[N:10][N:11](C=O)[C:12]=1[CH:13]([CH3:15])[CH3:14])[C:2]1[CH:7]=[CH:6][CH:5]=[CH:4][CH:3]=1.C(=O)(O)[O-].[Na+].O>CO>[CH2:1]([C:8]1[C:9]([O:18][C@@H:19]2[O:45][C@H:44]([CH2:46][O:47][C:48](=[O:53])[C:49]([CH3:50])([CH3:52])[CH3:51])[C@@H:36]([O:37][C:38](=[O:43])[C:39]([CH3:42])([CH3:41])[CH3:40])[C@H:28]([O:29][C:30](=[O:35])[C:31]([CH3:32])([CH3:34])[CH3:33])[C@H:20]2[O:21][C:22](=[O:27])[C:23]([CH3:26])([CH3:24])[CH3:25])=[N:10][NH:11][C:12]=1[CH:13]([CH3:15])[CH3:14])[C:2]1[CH:7]=[CH:6][CH:5]=[CH:4][CH:3]=1 |f:1.2|. Procedure details: To a solution of 4-benzyl-1-formyl-5-isopropyl-3-(2,3,4,6-tetra-O-pivaloyl-β-D-glucopyranosyloxy)-1H-pyrazole (1.49 g) in methanol (15 mL) was added sodium bicarbonate (0.337 g) under stirring at room temperature. The reaction mixture was stirred at room temperature for 11 hours. After confirming the completion of the reaction, water was added to the mixture to precipitate the crystals. The crystals were collected by filtration, and the obtained crystals were washed with water and dried under re... The reactants are compound, C(C1=CC=CC=C1)(=O)N1C(N(C2C1CCCC2)CCCCN2CCN(CC2)C2=NSC1=C2C=CC=C1)=O (3-benzoyl-1-[4-[4-(1,2-benzisothiazol-3-yl)-1-piperazinyl]butyl]perhydrobenzimidazol-2-one). The solvent is O1CCOCC1 (dioxane), N (ammonia). Conditions: temperature 120 celsius. Yields the product S1N=C(C2=C1C=CC=C2)N2CCN(CC2)CCCCN2C(NC1C2CCCC1)=O (1-[4-[4-(1,2-benzisothiazol-3-yl)-1-piperazinyl]butyl]perhydrobenzimidazol-2-one). As a reaction SMILES: C([N:9]1[CH:13]2[CH2:14][CH2:15][CH2:16][CH2:17][CH:12]2[N:11]([CH2:18][CH2:19][CH2:20][CH2:21][N:22]2[CH2:27][CH2:26][N:25]([C:28]3[C:32]4[CH:33]=[CH:34][CH:35]=[CH:36][C:31]=4[S:30][N:29]=3)[CH2:24][CH2:23]2)[C:10]1=[O:37])(=O)C1C=CC=CC=1>O1CCOCC1.N>[S:30]1[C:31]2[CH:36]=[CH:35][CH:34]=[CH:33][C:32]=2[C:28]([N:25]2[CH2:24][CH2:23][N:22]([CH2:21][CH2:20][CH2:19][CH2:18][N:11]3[CH:12]4[CH2:17][CH2:16][CH2:15][CH2:14][CH:13]4[NH:9][C:10]3=[O:37])[CH2:27][CH2:26]2)=[N:29]1. Procedure details: The compound (1.0 g, 1.9 mmoles) obtained in the above described paragraph (b) was dissolved in the mixed solution of 3 ml of dioxane and 3 ml of concentrated aqueous ammonia, and the resulting solution was heated in a sealed tube at 120° C. for 24 hours. The reaction was concentrated under reduced pressure, and the residue was then purified by chromatography on a silica gel column to give 0.56 g of the title compound. Reactants: BrC1=CC=C(CNC2=C(C(=NC3=CC=CC=C23)C)C(=O)OCCCC)C=C1 (n-butyl 4-(4-bromobenzylamino)-2-methylquinoline-3-carboxylate), methyl ester, C(C)(C)O.C1CCOC1 (isopropanol THF). Product: BrC1=CC=C(CNC2=C(C(=NC3=CC=CC=C23)C)C(=O)OC(C)C)C=C1 (Isopropyl 4-(4-bromobenzylamino)-2-methylquinoline-3-carboxylate), title compound. As a reaction SMILES: [Br:1][C:2]1[CH:27]=[CH:26][C:5]([CH2:6][NH:7][C:8]2[C:17]3[C:12](=[CH:13][CH:14]=[CH:15][CH:16]=3)[N:11]=[C:10]([CH3:18])[C:9]=2[C:19]([O:21]CCCC)=[O:20])=[CH:4][CH:3]=1.[CH:28](O)([CH3:30])[CH3:29].C1COCC1>>[Br:1][C:2]1[CH:3]=[CH:4][C:5]([CH2:6][NH:7][C:8]2[C:17]3[C:12](=[CH:13][CH:14]=[CH:15][CH:16]=3)[N:11]=[C:10]([CH3:18])[C:9]=2[C:19]([O:21][CH:28]([CH3:30])[CH3:29])=[O:20])=[CH:26][CH:27]=1 |f:1.2|. Procedure details: Isopropyl 4-(4-bromobenzylamino)-2-methylquinoline-3-carboxylate was prepared in analogy to n-butyl 4-(4-bromobenzylamino)-2-methylquinoline-3-carboxylate (see Example 6) by transesterification of the corresponding methyl ester in an isopropanol/THF mixture, resulting in the title compound as a colorless oil. MS(ES+): 413/415. As a reaction SMILES: C([O:4][CH:5]1[C:10]([OH:14])([CH2:11][CH2:12][CH3:13])[CH:9]([O:15][CH2:16][C:17]2[CH:22]=[CH:21][CH:20]=[CH:19][CH:18]=2)[CH:8]([O:23][CH2:24][C:25]2[CH:30]=[CH:29][CH:28]=[CH:27][CH:26]=2)[CH:7]([O:31][CH2:32][C:33]2[CH:38]=[CH:37][CH:36]=[CH:35][CH:34]=2)[CH:6]1[O:39][CH2:40][C:41]1[CH:46]=[CH:45][CH:44]=[CH:43][CH:42]=1)C=C.C(N(C(C)C)CC)(C)C.FC(F)(F)C(O)=O>C(O)C>[CH2:16]([O:15][CH:9]1[CH:8]([O:23][CH2:24][C:25]2[CH:30]=[CH:29][CH:28]=[CH:27][CH:26]=2)[CH:7]([O:31][CH2:32][C:33]2[CH:34]=[CH:35][CH:36]=[CH:37][CH:38]=2)[CH:6]([O:39][CH2:40][C:41]2[CH:46]=[CH:45][CH:44]=[CH:43][CH:42]=2)[CH:5]([OH:4])[C:10]1([OH:14])[CH2:11][CH2:12][CH3:13])[C:17]1[CH:22]=[CH:21][CH:20]=[CH:19][CH:18]=1. Yields the product C(C1=CC=CC=C1)OC1C(C(C(C(C1OCC1=CC=CC=C1)OCC1=CC=CC=C1)OCC1=CC=CC=C1)O)(CCC)O (rac-(1S, 2R, 3S, 4R, 5R, 6S)-2,3,4,5-tetrabenzyloxy-1,6-dihydroxy-1-propyl-cyclohexane). The yield is 79.2%. Starting materials: C(C)(C)N(CC)C(C)C (diisopropylethyl amine), C(C=C)OC1C(C(C(C(C1(CCC)O)OCC1=CC=CC=C1)OCC1=CC=CC=C1)OCC1=CC=CC=C1)OCC1=CC=CC=C1 (rac-(1S, 2R, 3S, 4R, 5S, 6S)-6-allyloxy-2,3,4,5-tetrabenzyloxy-1-hydroxy-1-propyl-cyclohexane), FC(C(=O)O)(F)F (triflouro acetic acid). Run in C(C)O (ethanol). Procedure details: 20 (0.30 g, 0.48 mmol) was dissolved in 20 mL aqueous ethanol (90%). 93 mg (0.101 mmol) Wilkinson catalyst and 50 μL diisopropylethyl amine were added and the mixture was heated to reflux for 12 hours. After cooling to room temperature 30 μL triflouro acetic acid was added and the solution was allowed to stir for 12 days by when the starting material had disappeared. The solution was dried in high vacuum and the residue was dissolved in t-butylmethyl ether and washed with 0.5 M phosphate buffer ... Reagents/catalysts: Wilkinson catalyst. Run at time 12 day.